Dataset: the Open Reaction Database (ORD), a public repository of structured organic reaction records. Task: describe an organic reaction: reactants, conditions, products, and yield Reactants: CCOP(=O)(OCC)c1cccc([N+](=O)[O-])c1, CCO, Cl[Sn]Cl. Product: CCOP(=O)(OCC)c1cccc(N)c1. As a reaction SMILES: [CH2:1]([CH3:2])[O:3][P:4]([O:5][CH2:6][CH3:7])(=[O:8])[c:9]1[cH:10][c:11]([N+:15]([O-:16])=[O:17])[cH:12][cH:13][cH:14]1.[CH3:21][CH2:22][OH:23].[Sn:18]([Cl:19])[Cl:20]>>[CH2:1]([CH3:2])[O:3][P:4]([O:5][CH2:6][CH3:7])(=[O:8])[c:9]1[cH:10][c:11]([NH2:15])[cH:12][cH:13][cH:14]1. Reactants: O=C1N(C(C2=CC=CC=C12)=O)CCCS(=O)(=O)Cl (3-(1,3-dioxo-1,3-dihydro-2H-isoindol-2-yl)propane-1-sulfonyl chloride), C(C)(C)N(C(C)C)CC (N,N-diisopropylethylamine), N1CCCC1 (pyrrolidine). The solvent is O1CCCC1 (tetrahydrofuran). Run at temperature 22 celsius, time 1 hour. Product: N1(CCCC1)S(=O)(=O)CCCN1C(C2=CC=CC=C2C1=O)=O (2-[3-(pyrrolidin-1-ylsulfonyl)propyl]-1H-isoindole-1,3(2H)-dione). Reaction SMILES: [O:1]=[C:2]1[C:10]2[C:5](=[CH:6][CH:7]=[CH:8][CH:9]=2)[C:4](=[O:11])[N:3]1[CH2:12][CH2:13][CH2:14][S:15](Cl)(=[O:17])=[O:16].C([N:22]([CH2:26][CH3:27])[CH:23]([CH3:25])C)(C)C.N1CCCC1>O1CCCC1>[N:22]1([S:15]([CH2:14][CH2:13][CH2:12][N:3]2[C:2](=[O:1])[C:10]3[C:5](=[CH:6][CH:7]=[CH:8][CH:9]=3)[C:4]2=[O:11])(=[O:17])=[O:16])[CH2:23][CH2:25][CH2:27][CH2:26]1. Reported procedure: A solution of 3-(1,3-dioxo-1,3-dihydro-2H-isoindol-2-yl)propane-1-sulfonyl chloride (0.288 g) in dry tetrahydrofuran (5 ml) was treated with N,N-diisopropylethylamine (0.350 ml) and pyrrolidine (0.10 ml) at 22° C. under nitrogen, and the mixture was stirred at 22° C. for 1 h. After standing overnight at room temperature, the mixture was partitioned between saturated aqueous sodium bicarbonate (10 ml) and ethyl acetate (2×10 ml). The organic layers were washed with brine, dried (MgSO4) and evapor... The reactants are [BH3-]C#N, CC(=O)[O-], CO, [NH4+], [Na+], O=C1CCCCC1=Cc1ccccc1. Product: NC1CCCCC1=Cc1ccccc1. As a reaction SMILES: [C:20](#[N:21])[BH3-:22].[CH3:16][C:17](=[O:18])[O-:19].[CH3:24][OH:25].[NH4+:15].[Na+:23].[c:1]1([CH:7]=[C:8]2[C:9](=[O:14])[CH2:10][CH2:11][CH2:12][CH2:13]2)[cH:2][cH:3][cH:4][cH:5][cH:6]1>>[c:1]1([CH:7]=[C:8]2[CH:9]([NH2:21])[CH2:10][CH2:11][CH2:12][CH2:13]2)[cH:2][cH:3][cH:4][cH:5][cH:6]1. Starting materials: BrC1=CC=C(C=O)C=C1 (4-Bromobenzaldehyde), ClCCl (dichloromethane), C(=O)(OC)C=P(C1=CC=CC=C1)(C1=CC=CC=C1)C1=CC=CC=C1 (Carbomethoxymethylene triphenylphosphorane). Reaction conditions: temperature 25 celsius, time 18 hour. Yields the product BrC1=CC=C(C=CC(=O)OCC)C=C1 (ethyl 4-bromocinnamate). Reaction SMILES: [Br:1][C:2]1[CH:9]=[CH:8][C:5]([CH:6]=O)=[CH:4][CH:3]=1.[C:10]([CH:14]=P(C1C=CC=CC=1)(C1C=CC=CC=1)C1C=CC=CC=1)([O:12][CH3:13])=[O:11].Cl[CH2:35]Cl>>[Br:1][C:2]1[CH:9]=[CH:8][C:5]([CH:6]=[CH:14][C:10]([O:12][CH2:13][CH3:35])=[O:11])=[CH:4][CH:3]=1. Procedure: 4-Bromobenzaldehyde (9.25 g) was dissolved in dry dichloromethane (250 ml) at 25° C. under nitrogen. Carbomethoxymethylene triphenylphosphorane (17.4 g) (ex Lancaster) was added and the solution stirred at 25° C. for 18 hours. The solvent was removed under vacuum. The residue was washed with hexane and filtered. Removal of the hexane under vacuum gave ethyl 4-bromocinnamate (12.12 g). NMR 1H; 7.35 (5H,m), 6.38 (1H,d), 4.1(2H,q), 1.35(3H,t). The reactants are ClCC(C)=O (Chloroacetone), N1C=NC=C1 (imidazole). Solvent: C(C)#N (acetonitrile), C(C)#N (acetonitrile). Run at time 24 hour. Product: OC(CN1C=NC=C1)C (1-(2-hydroxypropyl)imidazole). Reaction SMILES: Cl[CH2:2][C:3](=[O:5])[CH3:4].[NH:6]1[CH:10]=[CH:9][N:8]=[CH:7]1>C(#N)C>[OH:5][CH:3]([CH3:4])[CH2:2][N:6]1[CH:10]=[CH:9][N:8]=[CH:7]1. Procedure: Chloroacetone (9.25 g.) in dry acetonitrile was added dropwise with stirring and ice cooling to a slurry of imidazole (13.6 g.) in acetonitrile (100 ml.). The mixture was stirred for 4 hours with ice cooling and then for 24 hours at room temperature. The solvent was removed and the product isolated by chromatography on silica gel, eluting with 10% methanol/dichloromethane. This material in 100 ml. of methanol was treated with excess sodium borohydride at 0° C. for 1 hours and acidified with meth... The reactants are ON=C(C(=O)C)C=1C=NC=CC1 (1-hydroxyimino-1-(3-pyridyl)acetone), COC1=C(C=O)C=CC(=C1)C (2-methoxy-4-methylbenzaldehyde), O.N (ammonia water). The solvent is O1CCOCC1 (dioxane), C(C)O (ethanol). Run at time 8 day. The product is ON1C(=NC(=C1C=1C=NC=CC1)C)C1=C(C=C(C=C1)C)OC (1-hydroxy-2-(2-methoxy-4-methylphenyl)-4-methyl-5-(3-pyridyl)imidazole). RXN SMILES: [OH:1][N:2]=[C:3]([C:7]1[CH:8]=[N:9][CH:10]=[CH:11][CH:12]=1)[C:4]([CH3:6])=O.[CH3:13][O:14][C:15]1[CH:22]=[C:21]([CH3:23])[CH:20]=[CH:19][C:16]=1[CH:17]=O.O.[NH3:25]>O1CCOCC1.C(O)C>[OH:1][N:2]1[C:3]([C:7]2[CH:8]=[N:9][CH:10]=[CH:11][CH:12]=2)=[C:4]([CH3:6])[N:25]=[C:17]1[C:16]1[CH:19]=[CH:20][C:21]([CH3:23])=[CH:22][C:15]=1[O:14][CH3:13] |f:2.3|. Reported procedure: To a suspension of 1-hydroxyimino-1-(3-pyridyl)acetone (1.0 g) in a mixture of dioxane (20 ml) and ethanol (6 ml), were added 2-methoxy-4-methylbenzaldehyde (1.01 g) and conc. ammonia water (15 ml). The solution was stirred at ambient temperature for 8 days. After evaporation, the residue was dissolved in chloroform, and chromatographed on silicagel eluting with a mixture of chloroform and methanol. The fractions were collected, evaporated, and triturated in diisopropyl ether to give 1-hydroxy-2...